Dataset: the Open Reaction Database (ORD), a public repository of structured organic reaction records. Task: describe an organic reaction: reactants, conditions, products, and yield The reactants are BrC1=CC(=C(C(=O)O)C(=C1)SC)F (4-bromo-2-fluoro-6-(methylthio)benzoic acid), BrC1=CC(=C(C(=O)O)C(=C1)SC)F (4-bromo-2-fluoro-6-(methylthio)benzoic acid). Run in C1CCOC1 (THF). Conditions: temperature 62.5 celsius. The product is BrC1=CC(=C(C(=C1)SC)CO)F ((4-bromo-2-fluoro-6-(methylthio)phenyl)methanol). Yield: 90.0%. As a reaction SMILES: [Br:1][C:2]1[CH:10]=[C:9]([S:11][CH3:12])[C:5]([C:6](O)=[O:7])=[C:4]([F:13])[CH:3]=1>C1COCC1>[Br:1][C:2]1[CH:10]=[C:9]([S:11][CH3:12])[C:5]([CH2:6][OH:7])=[C:4]([F:13])[CH:3]=1. Procedure details: To a 20 L flask was charged 4-bromo-2-fluoro-6-(methylthio)benzoic acid (1400 g, 1.0 eq) followed by THF (14 L, 10 vol) under nitrogen. To this solution was added borane-dimethyl sulfide complex (802.41 g, 1000 mL) at 25-28° C. over a period of 30-45 min. The reaction temperature was raised to 60-65° C. over a period of 30-45 min and the temperature maintained until HPLC showed <1% of 4-bromo-2-fluoro-6-(methylthio)benzoic acid (˜3-4 h). On completion of the reaction the mixture was cooled to 10...